Dataset: the Open Reaction Database (ORD), a public repository of structured organic reaction records. Task: describe an organic reaction: reactants, conditions, products, and yield Reactants: CCOC(=O)CCCCCBr, [H-], [Na+], CN(C)C=O, CC(C)(C)OC(=O)N(c1ccncc1)c1ccc(O)cc1. The product is CCOC(=O)CCCCCOc1ccc(N(C(=O)OC(C)(C)C)c2ccncc2)cc1. Reaction SMILES: [Br:24][CH2:25][CH2:26][CH2:27][CH2:28][CH2:29][C:30](=[O:31])[O:32][CH2:33][CH3:34].[H-:1].[Na+:2].[O:35]=[CH:36][N:37]([CH3:38])[CH3:39].[n:3]1[cH:4][cH:5][c:6]([N:9]([C:10](=[O:11])[O:12][C:13]([CH3:14])([CH3:15])[CH3:16])[c:17]2[cH:18][cH:19][c:20]([OH:23])[cH:21][cH:22]2)[cH:7][cH:8]1>>[n:3]1[cH:4][cH:5][c:6]([N:9]([C:10](=[O:11])[O:12][C:13]([CH3:14])([CH3:15])[CH3:16])[c:17]2[cH:18][cH:19][c:20]([O:23][CH2:25][CH2:26][CH2:27][CH2:28][CH2:29][C:30](=[O:31])[O:32][CH2:33][CH3:34])[cH:21][cH:22]2)[cH:7][cH:8]1. Starting materials: FC1=C2CN(CC2=C(C(=C1Cl)Cl)F)C(C(=O)OCC1=CC(=CC=C1)OC1=CC=CC=C1)C(C)C (m-phenoxybenzyl 2-(4,7-difluoro-5,6-dichloro-2-isoindolinyl)-3-methylbutanoate), [OH-].[K+] (KOH), C(C)O (ethanol). Run in O (water). Product: FC1=C2CN(CC2=C(C(=C1Cl)Cl)F)C(C(=O)O)C(C)C (2-(4,7-difluoro-5,6-dichloro-2-isoindolinyl)-3-methylbutanoic acid). Reaction SMILES: [F:1][C:2]1[C:10]([Cl:11])=[C:9]([Cl:12])[C:8]([F:13])=[C:7]2[C:3]=1[CH2:4][N:5]([CH:14]([CH:32]([CH3:34])[CH3:33])[C:15]([O:17]CC1C=CC=C(OC3C=CC=CC=3)C=1)=[O:16])[CH2:6]2.[OH-].[K+].C(O)C>O>[F:13][C:8]1[C:9]([Cl:12])=[C:10]([Cl:11])[C:2]([F:1])=[C:3]2[C:7]=1[CH2:6][N:5]([CH:14]([CH:32]([CH3:34])[CH3:33])[C:15]([OH:17])=[O:16])[CH2:4]2 |f:1.2|. Procedure: A mixture of m-phenoxybenzyl 2-(4,7-difluoro-5,6-dichloro-2-isoindolinyl)-3-methylbutanoate (0.38 g), KOH (0.134 g), ethanol (8 ml) and water (2 ml) is heated to reflux for 14 hours. After cooling, the reaction is concentrated under vacuum and about 50 ml of water added. The mixture is washed with ether. The aqueous phase is adjusted to pH 7 and then the water is removed by evaporation to yield 2-(4,7-difluoro-5,6-dichloro-2-isoindolinyl)-3-methylbutanoic acid. Starting materials: O=C(c1ccccc1Br)N1CCNCC1, CCN(C(C)C)C(C)C, Cl, CN(C)C=O, O, On1nnc2ccccc21, O=C(O)CC(=O)Nc1cc(-c2ccccc2)no1. Product: O=C(CC(=O)N1CCN(C(=O)c2ccccc2Br)CC1)Nc1cc(-c2ccccc2)no1. Reaction SMILES: [Br:39][c:40]1[c:41]([C:46](=[O:47])[N:48]2[CH2:49][CH2:50][NH:51][CH2:52][CH2:53]2)[cH:42][cH:43][cH:44][cH:45]1.[CH:1]([N:2]([CH2:3][CH3:4])[CH:5]([CH3:6])[CH3:7])([CH3:8])[CH3:9].[ClH:38].[O:54]=[CH:55][N:56]([CH3:57])[CH3:58].[OH2:59].[OH:28][n:29]1[c:30]2[c:31]([cH:32][cH:33][cH:34][cH:35]2)[n:36][n:37]1.[c:10]1(-[c:16]2[n:17][o:18][c:19]([NH:21][C:22]([CH2:23][C:24](=[O:25])[OH:26])=[O:27])[cH:20]2)[cH:11][cH:12][cH:13][cH:14][cH:15]1>>[c:10]1(-[c:16]2[n:17][o:18][c:19]([NH:21][C:22]([CH2:23][C:24](=[O:26])[N:51]3[CH2:50][CH2:49][N:48]([C:46]([c:41]4[c:40]([Br:39])[cH:45][cH:44][cH:43][cH:42]4)=[O:47])[CH2:53][CH2:52]3)=[O:27])[cH:20]2)[cH:11][cH:12][cH:13][cH:14][cH:15]1. Starting materials: ClC=1C=NC2=C(C(=CC=C2C1)Cl)CCl (3,7-dichloro-8-chloromethylquinoline), C(C)NCC (diethylamine). Run in O (Water). The product is ClC=1C=NC2=C(C(=CC=C2C1)Cl)CN(CC)CC (3,7-dichloro-8-diethylaminomethylquinoline). Reaction SMILES: [Cl:1][C:2]1[CH:3]=[N:4][C:5]2[C:10]([CH:11]=1)=[CH:9][CH:8]=[C:7]([Cl:12])[C:6]=2[CH2:13]Cl.[CH2:15]([NH:17][CH2:18][CH3:19])[CH3:16]>O>[Cl:1][C:2]1[CH:3]=[N:4][C:5]2[C:10]([CH:11]=1)=[CH:9][CH:8]=[C:7]([Cl:12])[C:6]=2[CH2:13][N:17]([CH2:18][CH3:19])[CH2:15][CH3:16]. Procedure details: 24.6 parts of 3,7-dichloro-8-chloromethylquinoline and 30 parts of diethylamine were stirred at 55° C. for 6 hours. Water was added and the solid was filtered off with suction and dried. 25 parts of 3,7-dichloro-8-diethylaminomethylquinoline of melting point 54° C. were obtained. The yield corresponds to 89% of theory. The reactants are C(C1=CC=CC=C1)(C1=CC=CC=C1)(C1=CC=CC=C1)NC=1SC=C(N1)C(C(=O)NC1C2CSC(=C(N2C1=O)C(=O)OC(C1=CC=CC=C1)C1=CC=CC=C1)SCCl)=NOC (diphenylmethyl 7-[2-(2-tritylamino-thiazol-4-yl)-2-methoxyimino-acetamido]-3-chloromethylthio-8-oxo-4-thia-1-azabicyclo[4,2,01oct-2-en-2-carboxylate), FC(C(=O)O)(F)F (trifluoroacetic acid), C(C)(C)OC(C)C (isopropy ether). Run in CCOCC (ether). Conditions: temperature 0 celsius. Product: FC(C(=O)O)(F)F.NC=1SC=C(N1)C(C(=O)N[C@@H]1[C@H]2CSC(=C(N2C1=O)C(=O)O)SCCl)=NOC (racemic cis 7-[2-(2-aminothiazol-4-yl)-2-methoxyimino-acetamido]-3-chloromethylthio-8-oxo-4-thia-1-azabicyclo[4,2,0]oct-2-en-2-carboxylic acid trifluoroacetate). RXN SMILES: C([NH:20][C:21]1[S:22][CH:23]=[C:24]([C:26](=[N:58][O:59][CH3:60])[C:27]([NH:29][CH:30]2[C:37](=[O:38])[N:36]3[CH:31]2[CH2:32][S:33][C:34]([S:55][CH2:56][Cl:57])=[C:35]3[C:39]([O:41]C(C2C=CC=CC=2)C2C=CC=CC=2)=[O:40])=[O:28])[N:25]=1)(C1C=CC=CC=1)(C1C=CC=CC=1)C1C=CC=CC=1.C(OC(C)C)(C)C.[F:68][C:69]([F:74])([F:73])[C:70]([OH:72])=[O:71]>CCOCC>[F:68][C:69]([F:74])([F:73])[C:70]([OH:72])=[O:71].[NH2:20][C:21]1[S:22][CH:23]=[C:24]([C:26](=[N:58][O:59][CH3:60])[C:27]([NH:29][C@H:30]2[C:37](=[O:38])[N:36]3[C@@H:31]2[CH2:32][S:33][C:34]([S:55][CH2:56][Cl:57])=[C:35]3[C:39]([OH:41])=[O:40])=[O:28])[N:25]=1 |f:4.5|. Procedure: 162 mg of the product of step A in 1.5 ml of trifluoroacetic acid was stirred at 0° C. in an inert atmosphere for 5 minutes and the solution obtained was poured into 25 ml of isopropy ether. The mixture was cooled to 0° C. stirred for several minutes. and then centrifuged. The residue was suspended in 25 ml of ether and this was centrifuged again and the operation was repeated. The trifluoracetate was dried under reduced pressure to obtain 88 mg of syn isomer of racemic cis 7-[2-(2-aminothiazol-... The reactants are CO, O=C(O)c1c(O)ccc2ccccc12. The product is COC(=O)c1c(O)ccc2ccccc12. RXN SMILES: [CH3:15][OH:16].[OH:1][c:2]1[c:3]([C:12](=[O:13])[OH:14])[c:4]2[cH:5][cH:6][cH:7][cH:8][c:9]2[cH:10][cH:11]1>>[OH:1][c:2]1[c:3]([C:12](=[O:13])[O:14][CH3:15])[c:4]2[cH:5][cH:6][cH:7][cH:8][c:9]2[cH:10][cH:11]1. The reactants are ClCC1CN(C=2C=C(C3=C(C12)C=CC=C3)[N+](=O)[O-])C(=O)C=3NC1=C(C=C(C=C1C3)OC)OCCN(C)C (1-(chloromethyl)-3-[[7-[2-(dimethylamino)ethoxy]-5-methoxyindol-2-yl]carbonyl]-5-nitro-1,2-dihydro-3H-benz[e]indole). The reagents and catalysts are O=[Pt]=O (PtO2). Run in C1CCOC1 (THF). Product: NC=1C2=C(C=3C(CN(C3C1)C(=O)C=1NC3=C(C=C(C=C3C1)OC)OCCN(C)C)CCl)C=CC=C2 (5-amino-1-(chloromethyl)-3-[[7-[2-(dimethylamino)ethoxy]-5-methoxyindol-2-yl]carbonyl]-1,2-dihydro-3H-benz[e]indole). The yield is 123.5%. RXN SMILES: [Cl:1][CH2:2][CH:3]1[C:11]2[C:10]3[CH:12]=[CH:13][CH:14]=[CH:15][C:9]=3[C:8]([N+:16]([O-])=O)=[CH:7][C:6]=2[N:5]([C:19]([C:21]2[NH:22][C:23]3[C:28]([CH:29]=2)=[CH:27][C:26]([O:30][CH3:31])=[CH:25][C:24]=3[O:32][CH2:33][CH2:34][N:35]([CH3:37])[CH3:36])=[O:20])[CH2:4]1>C1COCC1.O=[Pt]=O>[NH2:16][C:8]1[C:9]2[CH:15]=[CH:14][CH:13]=[CH:12][C:10]=2[C:11]2[CH:3]([CH2:2][Cl:1])[CH2:4][N:5]([C:19]([C:21]3[NH:22][C:23]4[C:28]([CH:29]=3)=[CH:27][C:26]([O:30][CH3:31])=[CH:25][C:24]=4[O:32][CH2:33][CH2:34][N:35]([CH3:37])[CH3:36])=[O:20])[C:6]=2[CH:7]=1. Procedure details: A solution of 14g (120 mg, 0.23 mmol) in THF (45 mL) was hydrogenated over PtO2 (30 mg) at 55 psi for 1.5 h. After removal of the catalyst the solution was concentrated to a small volume under reduced pressure below 30° C., and then diluted with petroleum ether to give 15g (140 mg. 92%), mp 109-111 (C. 1H NMR [(CD3)2SO] δ 11.41 (s, 1 H, NH), 8.07 (d, J=8.8 Hz, 1 H, H-6), 7.75 (d, J=8.2 Hz, 1 H, H-9), 7.64 (s, 1 H, H-4), 7.45 (t, J=7.5 Hz, 1 H, H-8), 7.28 (t, J=7.6 Hz, 1 H, H-7), 7.00 (d, J=1.2 H... Starting materials: [BH3-]C#N, C1CCCNCC1, CCO, CC(C)[O-], CC(C)[O-], CC(C)[O-], CC(C)[O-], [Na+], CC(C)(C)OC(=O)N1CCC(=O)CC1, O, [Ti+4]. Product: CC(C)(C)OC(=O)N1CCC(N2CCCCCC2)CC1. RXN SMILES: [C:22]([BH3-:23])#[N:24].[CH2:15]1[CH2:16][CH2:17][CH2:18][NH:19][CH2:20][CH2:21]1.[CH3:27][CH2:28][OH:29].[CH3:30][CH:31]([CH3:32])[O-:33].[CH3:35][CH:36]([CH3:37])[O-:38].[CH3:39][CH:40]([CH3:41])[O-:42].[CH3:43][CH:44]([CH3:45])[O-:46].[Na+:25].[O:1]=[C:2]1[CH2:3][CH2:4][N:5]([C:8](=[O:9])[O:10][C:11]([CH3:12])([CH3:13])[CH3:14])[CH2:6][CH2:7]1.[OH2:26].[Ti+4:34]>>[CH:2]1([N:19]2[CH2:18][CH2:17][CH2:16][CH2:15][CH2:21][CH2:20]2)[CH2:3][CH2:4][N:5]([C:8](=[O:9])[O:10][C:11]([CH3:12])([CH3:13])[CH3:14])[CH2:6][CH2:7]1.